From a dataset of the Open Reaction Database (ORD), a public repository of structured organic reaction records. describe an organic reaction: reactants, conditions, products, and yield Reactants: C(C1=CC=CC=C1)OC1=C(C=CC=C1)CC(=O)OCC1=CC=CC=C1 (benzyl (2-benzyloxyphenyl)acetate), [OH-].[Na+] (sodium hydroxide). The solvent is C(C)O (ethanol), O (water). Reaction conditions: time 16 hour. Yields the product C(C1=CC=CC=C1)OC1=C(C=CC=C1)CC(=O)O ((2-benzyloxyphenyl)acetic acid). Yield: 38.4%. RXN SMILES: [CH2:1]([O:8][C:9]1[CH:14]=[CH:13][CH:12]=[CH:11][C:10]=1[CH2:15][C:16]([O:18]CC1C=CC=CC=1)=[O:17])[C:2]1[CH:7]=[CH:6][CH:5]=[CH:4][CH:3]=1.[OH-].[Na+]>C(O)C.O>[CH2:1]([O:8][C:9]1[CH:14]=[CH:13][CH:12]=[CH:11][C:10]=1[CH2:15][C:16]([OH:18])=[O:17])[C:2]1[CH:3]=[CH:4][CH:5]=[CH:6][CH:7]=1 |f:1.2|. Reported procedure: To a suspension of benzyl (2-benzyloxyphenyl)acetate (100 g) in ethanol (500 ml) was added a solution of sodium hydroxide (36 g) in water (300 ml). After being stirred for 16 hours, the mixture was concentrated under reduced pressure. Water was added to the residue and the mixture was washed with diethyl ether. The aqueous layer was acidified by concentrated-hydrochloric acid solution and extracted with ethyl acetate. The organic layer was washed with brine, dried and evaporated in vacuo. The re... Starting materials: CN(C)CC=1SC=C(N1)CSCCN (2-{[2-(dimethylamino)methyl-4-thiazolyl]methylthio}ethylamine), CSC(=C[N+](=O)[O-])SC (1,1-bis(methylthio)-2-nitroethene). The solvent is C(C)#N (acetonitrile). Product: CN(C)CC=1SC=C(N1)CSCCNC(=C[N+](=O)[O-])SC (1-{2-[[2-(dimethylamino)methyl-4-thiazolyl]methylthio]ethylamino}-1-methylthio-2-nitroethene). Yield: 53.1%. As a reaction SMILES: [CH3:1][N:2]([CH2:4][C:5]1[S:6][CH:7]=[C:8]([CH2:10][S:11][CH2:12][CH2:13][NH2:14])[N:9]=1)[CH3:3].[CH3:15][S:16][C:17](SC)=[CH:18][N+:19]([O-:21])=[O:20]>C(#N)C>[CH3:3][N:2]([CH2:4][C:5]1[S:6][CH:7]=[C:8]([CH2:10][S:11][CH2:12][CH2:13][NH:14][C:17]([S:16][CH3:15])=[CH:18][N+:19]([O-:21])=[O:20])[N:9]=1)[CH3:1]. Procedure: With 2 ml of acetonitrile were mixed 1 g of 2-{[2-(dimethylamino)methyl-4-thiazolyl]methylthio}ethylamine and 1.4 g of 1,1-bis(methylthio)-2-nitroethene, and the resulting mixture was subjected to reaction under reflux for 2 hours. After completion of the reaction, the solvent was removed by distillation under reduced pressure, and 5 ml of ethanol was added to the resulting residue, after which the insolubles were removed by filtration. The solvent was removed by distillation under reduced press... The reactants are C(C)(=O)OCC (ethyl acetate), BrC1=CC=C(C=C1)CCCN (3-(4-bromophenyl)-propylamine), COC(C1=C(C=CC=C1)CBr)=O (2-bromomethyl-benzoic acid methyl ester), C(=O)([O-])[O-].[K+].[K+] (K2CO3). Run in C1(=CC=CC=C1)C (toluene), hexanes, hexanes. Conditions: time 1.5 hour. The product is BrC1=CC=C(C=C1)CCCN1C(C2=CC=CC=C2C1)=O (2-[3-(4-bromophenyl)-propyl]-2,3-dihydroisoindol-1-one). Yield: 75.6%. Reaction SMILES: [Br:1][C:2]1[CH:7]=[CH:6][C:5]([CH2:8][CH2:9][CH2:10][NH2:11])=[CH:4][CH:3]=1.C[O:13][C:14](=O)[C:15]1[CH:20]=[CH:19][CH:18]=[CH:17][C:16]=1[CH2:21]Br.C([O-])([O-])=O.[K+].[K+].C(OCC)(=O)C>C1(C)C=CC=CC=1>[Br:1][C:2]1[CH:3]=[CH:4][C:5]([CH2:8][CH2:9][CH2:10][N:11]2[CH2:21][C:16]3[C:15](=[CH:20][CH:19]=[CH:18][CH:17]=3)[C:14]2=[O:13])=[CH:6][CH:7]=1 |f:2.3.4|. Reported procedure: A mixture of 3-(4-bromophenyl)-propylamine (6.21 g, 29 mmol), 2-bromomethyl-benzoic acid methyl ester (6.57 g, 29 mmol), and K2CO3 (6.91 g, 50 mmol) in toluene (100 mL) was heated at reflux with stirring for 1.5 h. Workup and silica gel column chromatography using a gradient of hexanes to 50% ethyl acetate in hexanes afforded 2-[3-(4-bromophenyl)-propyl]-2,3-dihydroisoindol-1-one (7.24 g, 88%). GC/MS gave: m/z (rel.int.) 331 (M+, 9), 329 (M+, 9), 147 (100), 146 (54) 119 (34), and 91 (33). 1H NMR... Reactants: C(C)(C)(C)OC(=O)N1CCC(CC1)N1C(C=2C=CC=C(C2C1=O)C(=O)O)C (2-(1-tert-butoxycarbonyl-piperidin-4-yl)-1-methyl-3-oxo-2,3-dihydro-1H-isoindole-4-carboxylic acid), CN(C=O)C (N,N-dimethylformamide), 1-ethyl-3-(3′-dimethylamino) carbodiimide hydrochloric acid salt, C(C)(C)N(C(C)C)CC (N,N-diisopropylethylamine). Reaction conditions: time 8 hour. Product: C(C)(C)(C)OC(=O)N1CCC(CC1)N1C(C2=CC=CC(=C2C1=O)C(N)=O)C (Tert-butyl-4-(4-carbamoyl-1-methyl-3-oxo-1,3-dihydro-2H-isoindol-2-yl)piperidine-1-carboxylate). The yield is 74.4%. RXN SMILES: [C:1]([O:5][C:6]([N:8]1[CH2:13][CH2:12][CH:11]([N:14]2[C:22](=[O:23])[C:21]3[C:20]([C:24]([OH:26])=O)=[CH:19][CH:18]=[CH:17][C:16]=3[CH:15]2[CH3:27])[CH2:10][CH2:9]1)=[O:7])([CH3:4])([CH3:3])[CH3:2].C[N:29](C)C=O.C(N(CC)C(C)C)(C)C>>[C:1]([O:5][C:6]([N:8]1[CH2:13][CH2:12][CH:11]([N:14]2[C:22](=[O:23])[C:21]3[C:16](=[CH:17][CH:18]=[CH:19][C:20]=3[C:24](=[O:26])[NH2:29])[CH:15]2[CH3:27])[CH2:10][CH2:9]1)=[O:7])([CH3:4])([CH3:2])[CH3:3]. Procedure details: To an orange solution of 2-(1-tert-butoxycarbonyl-piperidin-4-yl)-1-methyl-3-oxo-2,3-dihydro-1H-isoindole-4-carboxylic acid (3.8 g, 10.3 mmol) in N,N-dimethylformamide (60 mL) hydroxybenzotriazole ammonium salt (3.15 g, 20.7 mmol), 1-ethyl-3-(3′-dimethylamino) carbodiimide hydrochloric acid salt (3.34 g, 20.7 mmol) and N,N-diisopropylethylamine (5.3 mL, 30.9 mmol) were added. The reaction mixture was stirred at room temperature overnight. The solvent was removed under reduce pressure and the res... Reactants: BrC1=CNC=2C1=NC=C(C2)C(=O)OC (methyl 3-bromo-1H-pyrrolo[3,2-b]pyridine-6-carboxylate), Cl (hydrochloric acid). Run in O1CCOCC1 (1,4-dioxane). Reaction conditions: temperature 90 celsius, time 8 hour. Product: Cl.BrC1=CNC=2C1=NC=C(C2)C(=O)O (3-bromo-1H-pyrrolo[3,2-b]pyridine-6-carboxylic acid hydrochloride). The yield is 87.2%. As a reaction SMILES: [Br:1][C:2]1[C:6]2=[N:7][CH:8]=[C:9]([C:11]([O:13]C)=[O:12])[CH:10]=[C:5]2[NH:4][CH:3]=1.[ClH:15]>O1CCOCC1>[ClH:15].[Br:1][C:2]1[C:6]2=[N:7][CH:8]=[C:9]([C:11]([OH:13])=[O:12])[CH:10]=[C:5]2[NH:4][CH:3]=1 |f:3.4|. Reported procedure: To a solution of methyl 3-bromo-1H-pyrrolo[3,2-b]pyridine-6-carboxylate (2.90 g, 11.4 mmol) in 1,4-dioxane (30 mL) was added 6 N aqueous hydrochloric acid (18.9 mL, 114 mmol). The reaction was heated to 90° C. and stirred overnight. The reaction was cooled to room temperature and concentrated to dryness to afford the title compound (2.76 g, quantitative). 1H NMR (400 MHz, DMSO-d6, δ): 12.31 (br. s., 1 H), 8.91 (d, J=1.8 Hz, 1 H), 8.37 (s, 1 H), 8.14 (d, J=1.6 Hz, 1 H).